From a dataset of the Open Reaction Database (ORD), a public repository of structured organic reaction records. describe an organic reaction: reactants, conditions, products, and yield The reactants are CO (methanol), O.NN (hydrazine monohydrate), [N+](=O)([O-])C=1C=C(C=CC1OCC1=NC2=CC=CC=C2C=C1)CC(=O)OC (Methyl 2-[3-nitro-4-(quinolin-2-yl-methoxy)phenyl]acetate). The reagents and catalysts are [Ni] (Raney nickel). Solvent: O1CCCC1 (tetrahydrofuran). The product is NC=1C=C(C=CC1OCC1=NC2=CC=CC=C2C=C1)CC(=O)OC (Methyl 2-[3-amino-4-(quinolin-2-yl-methoxy)phenyl]acetate). RXN SMILES: [N+:1]([C:4]1[CH:5]=[C:6]([CH2:22][C:23]([O:25][CH3:26])=[O:24])[CH:7]=[CH:8][C:9]=1[O:10][CH2:11][C:12]1[CH:21]=[CH:20][C:19]2[C:14](=[CH:15][CH:16]=[CH:17][CH:18]=2)[N:13]=1)([O-])=O.CO.O.NN>O1CCCC1.[Ni]>[NH2:1][C:4]1[CH:5]=[C:6]([CH2:22][C:23]([O:25][CH3:26])=[O:24])[CH:7]=[CH:8][C:9]=1[O:10][CH2:11][C:12]1[CH:21]=[CH:20][C:19]2[C:14](=[CH:15][CH:16]=[CH:17][CH:18]=2)[N:13]=1 |f:2.3|. Procedure details: 15 g (0.043 mol) of the compound from Example XXVIII are dissolved in 100 ml of tetrahydrofuran and 100 ml of methanol and 4 g (0.08 mol) of hydrazine monohydrate are added. Raney nickel is added in portions under argon with stirring, the temperature rising to 50° C. After the evolution of gas has ended, the mixture is heated to boiling for a further hour and then filtered while hot. The filtrate is concentrated in vacuo and the residual oil is taken up using 250 ml of dichloromethane. After was... Starting materials: CC(CC(=O)O)Nc1ccc(F)c(Cl)c1, [Na+], [OH-], O. The product is CC1CC(=O)c2c(ccc(F)c2Cl)N1. RXN SMILES: [Cl:1][c:2]1[cH:3][c:4]([NH:5][CH:6]([CH2:7][C:8](=[O:9])[OH:10])[CH3:11])[cH:12][cH:13][c:14]1[F:15].[Na+:17].[OH-:16].[OH2:18]>>[Cl:1][c:2]1[c:3]2[c:4]([cH:12][cH:13][c:14]1[F:15])[NH:5][CH:6]([CH3:11])[CH2:7][C:8]2=[O:10]. The reactants are COc1ccc([N+](=O)[O-])cc1N1CCCN(C(=O)OC(C)(C)C)CC1, CO. Product: COc1ccc(N)cc1N1CCCN(C(=O)OC(C)(C)C)CC1. RXN SMILES: [C:1]([CH3:2])([CH3:3])([CH3:4])[O:5][C:6](=[O:7])[N:8]1[CH2:9][CH2:10][N:11]([c:15]2[c:16]([O:24][CH3:25])[cH:17][cH:18][c:19]([N+:21]([O-:22])=[O:23])[cH:20]2)[CH2:12][CH2:13][CH2:14]1.[CH3:26][OH:27]>>[C:1]([CH3:2])([CH3:3])([CH3:4])[O:5][C:6](=[O:7])[N:8]1[CH2:9][CH2:10][N:11]([c:15]2[c:16]([O:24][CH3:25])[cH:17][cH:18][c:19]([NH2:21])[cH:20]2)[CH2:12][CH2:13][CH2:14]1. Reactants: CSCCC(C)N, CC#N, O=C1OC(=O)c2c(I)cccc21. The product is CSCCC(C)NC(=O)c1c(I)cccc1C(=O)O. Reaction SMILES: [CH3:13][CH:14]([CH2:15][CH2:16][S:17][CH3:18])[NH2:19].[CH3:20][C:21]#[N:22].[I:1][c:2]1[c:3]2[c:4]([cH:10][cH:11][cH:12]1)[C:5](=[O:6])[O:7][C:8]2=[O:9]>>[I:1][c:2]1[c:3]([C:8](=[O:9])[NH:19][CH:14]([CH3:13])[CH2:15][CH2:16][S:17][CH3:18])[c:4]([C:5](=[O:6])[OH:7])[cH:10][cH:11][cH:12]1. Starting materials: FC(C1=C(C=NC=C1)C(=O)O)(F)F (4-trifluoromethyl-3-pyridine carboxylic acid), S(=O)(Cl)Cl (thionyl chloride), C1=CC=CC=C1 (benzene), CN(C=O)C (dimethylformamide). Conditions: time 20 hour. The product is C(C=C)NC(=O)C=1C=NC=CC1C(F)(F)F (N-allyl-4-trifluoromethyl-3-pyridine carboxamide). As a reaction SMILES: [F:1][C:2]([F:13])([F:12])[C:3]1[CH:8]=[CH:7][N:6]=[CH:5][C:4]=1[C:9]([OH:11])=O.S(Cl)(Cl)=O.C[N:19]([CH3:22])C=O.[CH:23]1C=CC=C[CH:24]=1>>[CH2:22]([NH:19][C:9]([C:4]1[CH:5]=[N:6][CH:7]=[CH:8][C:3]=1[C:2]([F:1])([F:13])[F:12])=[O:11])[CH:23]=[CH2:24]. Reported procedure: A solution of 0.26 g of 4-trifluoromethyl-3-pyridine carboxylic acid and 0.24 g of thionyl chloride in 10 ml of benzene was refluxed under heating for 30 minutes in the presence of a catalytic amount of dimethylformamide. Excess thionyl chloride and benzene were distilled off under reduced pressure. Then, the residue was dissolved in 15 ml of tetrahydrofuran. Then, 0.21 g of triethylamine and 0.12 g of allylamine were added thereto, and the mixture was stirred at room temperature for 20 hours. T... Starting materials: CC1=C(C=CC=C1)NCC1=C(C2=CC=CC=C2C=C1)C1=CC=CC(=N1)C=O (6-(2-{[(2-methylphenyl)amino]methyl}-1-naphthyl)pyridine-2-carbaldehyde), CC1=C(N)C(=CC(=C1)C)C (2,4,6-trimethylaniline), yellow oil. Solvent: C(C)O (ethanol). Product: C1(=C(C(=CC(=C1)C)C)N=CC1=NC(=CC=C1)C1=C(C=CC2=CC=CC=C12)CNC1=C(C=CC=C1)C)C (Mesityl{[6-(2-{[(2-methylphenyl)amino]methyl}-1-naphthyl)pyridin-2-yl]methylene}amine). Reaction SMILES: [CH3:1][C:2]1[CH:7]=[CH:6][CH:5]=[CH:4][C:3]=1[NH:8][CH2:9][C:10]1[CH:19]=[CH:18][C:17]2[C:12](=[CH:13][CH:14]=[CH:15][CH:16]=2)[C:11]=1[C:20]1[N:25]=[C:24]([CH:26]=O)[CH:23]=[CH:22][CH:21]=1.[CH3:28][C:29]1[CH:35]=[C:34]([CH3:36])[CH:33]=[C:32]([CH3:37])[C:30]=1[NH2:31]>C(O)C>[C:29]1([CH3:28])[CH:35]=[C:34]([CH3:36])[CH:33]=[C:32]([CH3:37])[C:30]=1[N:31]=[CH:26][C:24]1[CH:23]=[CH:22][CH:21]=[C:20]([C:11]2[C:12]3[C:17](=[CH:16][CH:15]=[CH:14][CH:13]=3)[CH:18]=[CH:19][C:10]=2[CH2:9][NH:8][C:3]2[CH:4]=[CH:5][CH:6]=[CH:7][C:2]=2[CH3:1])[N:25]=1. Procedure: A mixture of 1.50 g (4.26 mmol) of 6-(2-{[(2-methylphenyl)amino]methyl}-1-naphthyl)pyridine-2-carbaldehyde and 0.58 g (4.26 mmol) 2,4,6-trimethylaniline in 15 ml of dry ethanol was refluxed for 3 h. The resulting mixture was evaporated to dryness. The product was isolated from the residue by flash chromatography on silica gel 60 (40-63 um; eluent: hexanes-ethyl acetate=5:1, vol.). Yield 1.80 g (90%) of yellow oil. Anal. calc. for C33H31N3: C, 84.40; H, 6.65; N, 8.95. Found: C, 84.62; H, 6.73; N,...